This data is from the Open Reaction Database (ORD), a public repository of structured organic reaction records. The task is: describe an organic reaction: reactants, conditions, products, and yield Starting materials: COC1=C(C=CC=C1)N1CCC(CC1)CN (1-[1-(2-methoxyphenyl)piperid-4-yl]methylamine), [I-].[K+] (potassium iodide), C1(=CC=C(C=C1)S(=O)(=O)OC[C@H]1COC2=C(O1)C=CC=C2)C ((R)-1,4-benzodioxan-2-ylmethyl toluene-4-sulphonate), C([O-])([O-])=O.[K+].[K+] (potassium carbonate). Reaction SMILES: [CH3:1][O:2][C:3]1[CH:8]=[CH:7][CH:6]=[CH:5][C:4]=1[N:9]1[CH2:14][CH2:13][CH:12]([CH2:15][NH2:16])[CH2:11][CH2:10]1.C1(C)C=CC(S(O[CH2:27][C@@H:28]2[O:33][C:32]3[CH:34]=[CH:35][CH:36]=[CH:37][C:31]=3[O:30][CH2:29]2)(=O)=O)=CC=1.C(=O)([O-])[O-].[K+].[K+].[I-].[K+]>C(#N)C>[O:33]1[C:32]2[CH:34]=[CH:35][CH:36]=[CH:37][C:31]=2[O:30][CH2:29][C@@H:28]1[CH2:27][NH:16][CH2:15][CH:12]1[CH2:13][CH2:14][N:9]([C:4]2[CH:5]=[CH:6][CH:7]=[CH:8][C:3]=2[O:2][CH3:1])[CH2:10][CH2:11]1 |f:2.3.4,5.6|. Yields the product O1[C@H](COC2=C1C=CC=C2)CNCC2CCN(CC2)C2=C(C=CC=C2)OC ((S)-(-)-N-(1,4-benzodioxan-2-ylmethyl)-1-[1-(2-methoxyphenyl)-piperid-4-yl]methylamine). Reported procedure: A stirred mixture of 1-[1-(2-methoxyphenyl)piperid-4-yl]methylamine (0.84 g, prepared in a similar manner to that described in Example 2), (R)-1,4-benzodioxan-2-ylmethyl toluene-4-sulphonate (1.2 g), potassium carbonate (1 g), and potassium iodide (catalytic amount) in acetonitrile (50 ml) was heated under reflux for 90 hours. The solvent was removed in vacuo and the residue diluted with ethyl acetate (100 ml). The product was extracted into hydrochloric acid (5M, 3×70 ml) and the extracts combi... Run in C(C)#N (acetonitrile). Conditions: time 30 minute. The reactants are FC1=CC=C(C=C1)CCN(S(=O)(=O)C1=C(SC(=C1)Cl)Cl)C (2,5-dichlorothiophene-3-sulfonic acid [2-(4-fluorophenyl)ethyl]-methyl-amide), [Cl-].[NH4+] (ammonium chloride). Isolated yield 90.9%. As a reaction SMILES: [F:1][C:2]1[CH:7]=[CH:6][C:5]([CH2:8][CH2:9][N:10]([CH3:21])[S:11]([C:14]2[CH:18]=[C:17]([Cl:19])[S:16][C:15]=2Cl)(=[O:13])=[O:12])=[CH:4][CH:3]=1.[Cl-].[NH4+]>O1CCCC1.O>[F:1][C:2]1[CH:7]=[CH:6][C:5]([CH2:8][CH2:9][N:10]([CH3:21])[S:11]([C:14]2[CH:18]=[C:17]([Cl:19])[S:16][CH:15]=2)(=[O:13])=[O:12])=[CH:4][CH:3]=1 |f:1.2|. Yields the product FC1=CC=C(C=C1)CCN(S(=O)(=O)C1=CSC(=C1)Cl)C (5-Chlorothiophene-3-sulfonic acid [2-(4-fluorophenyl)ethyl]-methyl-amide). Reported procedure: To a solution of 2,5-dichlorothiophene-3-sulfonic acid [2-(4-fluorophenyl)ethyl]-methyl-amide (1.14 g) in tetrahydrofuran (10 mL) was added dropwise a solution of 1.59M n-butyl lithium-hexane (2.3 mL) on an ice bath. After stirring for 30 minutes, an aqueous solution of saturated ammonium chloride was poured. After diluting with water, the solution was extracted with ethyl acetate. After the organic layer was washed with saturated sodium chloride water, and was dried with anhydrous sodium sulfat... Solvent: O1CCCC1 (tetrahydrofuran), O (water). Starting materials: C(C)(C)N1C(C=CC2=C1N=C(N=C2)S(=O)C)=O (8-isopropyl-2-methanesulfinyl-8H-pyrido[2,3-d]pyrimidin-7-one), C(C)N(CCOC1=CC=C(N)C=C1)CC (4-(2-diethylaminoethoxy)aniline). Run at temperature 175 celsius. Product: C(C)N(CCOC1=CC=C(C=C1)NC=1N=CC2=C(N1)N(C(C=C2)=O)C(C)C)CC (2-[4-(2-diethylaminoethoxy)-phenylamino]-8-isopropyl-8H-pyrido[2,3-d]pyrimidin-7-one). Isolated yield 47.5%. As a reaction SMILES: [CH:1]([N:4]1[C:9]2[N:10]=[C:11](S(C)=O)[N:12]=[CH:13][C:8]=2[CH:7]=[CH:6][C:5]1=[O:17])([CH3:3])[CH3:2].[CH2:18]([N:20]([CH2:31][CH3:32])[CH2:21][CH2:22][O:23][C:24]1[CH:30]=[CH:29][C:27]([NH2:28])=[CH:26][CH:25]=1)[CH3:19]>>[CH2:31]([N:20]([CH2:18][CH3:19])[CH2:21][CH2:22][O:23][C:24]1[CH:25]=[CH:26][C:27]([NH:28][C:11]2[N:12]=[CH:13][C:8]3[CH:7]=[CH:6][C:5](=[O:17])[N:4]([CH:1]([CH3:3])[CH3:2])[C:9]=3[N:10]=2)=[CH:29][CH:30]=1)[CH3:32]. Reported procedure: To 8-isopropyl-2-methanesulfinyl-8H-pyrido[2,3-d]pyrimidin-7-one (126 mg, 0.50 mmol) was added 4-(2-diethylaminoethoxy)aniline (313 mg, 1.51 mmol). The reaction mixture was heated at 175° C. for 10 minutes then cooled to room temperature and partitioned between saturated sodium bicarbonate and ethyl acetate. The organic layer was dried over magnesium sulfate, filtered, and concentrated in vacuo. The residue was purified by flash chromatography eluting with 10% methanol in ethyl acetate. The frac... Starting materials: CCOC(=O)C1CC1c1cccc(OC)c1, CCO, Cl, [Na+], [OH-]. The product is COc1cccc(C2CC2C(=O)O)c1. As a reaction SMILES: [CH2:1]([CH3:2])[O:3][C:4](=[O:5])[CH:6]1[CH:7]([c:9]2[cH:10][c:11]([O:15][CH3:16])[cH:12][cH:13][cH:14]2)[CH2:8]1.[CH3:18][CH2:19][OH:20].[ClH:17].[Na+:22].[OH-:21]>>[O:3]=[C:4]([OH:5])[CH:6]1[CH:7]([c:9]2[cH:10][c:11]([O:15][CH3:16])[cH:12][cH:13][cH:14]2)[CH2:8]1. Starting materials: NC1C(N(C2=C(CC1)C=CC=C2)CC2=CC=C(C=C2)C(C)(C)C)=O (3-amino-1-(p-tert-butylbenzyl)-2,3,4,5-tetrahydro-benzazepin-2-one), C(C)OC([C@@H](CCC1CCCCC1)OS(=O)(=O)C1=CC=C(C=C1)[N+](=O)[O-])=O ((R)-alpha-[[(4-nitrophenyl)sulfonyl]oxy]-4-cyclohexylbutyric acid ethyl ester), CN1CCOCC1 (N-methylmorpholine). The solvent is C(C)(=O)OCC.CCCCCC (ethyl acetate hexane). Product: esters 3-(S)-[(1-(S)-ethoxycarbonyl-3-cyclohexyl-propyl)-amino]-1-(p-tert-butylbenzyl)-2,3,4,5-tetrahydro-benzazepin-2-one, C(C)OC(=O)[C@H](CCC1CCCCC1)N[C@H]1C(N(C2=C(CC1)C=CC=C2)CC2=CC=C(C=C2)C(C)(C)C)=O (3-(R)-[(1-(S)-ethoxycarbonyl-3-cyclohexyl-propyl)-amino]-1-(p-tert-butylbenzyl)-2,3,4,5-tetrahydro-benzazepin-2-one). RXN SMILES: [NH2:1][CH:2]1[CH2:8][CH2:7][C:6]2[CH:9]=[CH:10][CH:11]=[CH:12][C:5]=2[N:4]([CH2:13][C:14]2[CH:19]=[CH:18][C:17]([C:20]([CH3:23])([CH3:22])[CH3:21])=[CH:16][CH:15]=2)[C:3]1=[O:24].[CH2:25]([O:27][C:28](=[O:51])[C@H:29](OS(C1C=CC([N+]([O-])=O)=CC=1)(=O)=O)[CH2:30][CH2:31][CH:32]1[CH2:37][CH2:36][CH2:35][CH2:34][CH2:33]1)[CH3:26].CN1CCOCC1>C(OCC)(=O)C.CCCCCC>[CH2:25]([O:27][C:28]([C@@H:29]([NH:1][C@@H:2]1[CH2:8][CH2:7][C:6]2[CH:9]=[CH:10][CH:11]=[CH:12][C:5]=2[N:4]([CH2:13][C:14]2[CH:15]=[CH:16][C:17]([C:20]([CH3:21])([CH3:23])[CH3:22])=[CH:18][CH:19]=2)[C:3]1=[O:24])[CH2:30][CH2:31][CH:32]1[CH2:33][CH2:34][CH2:35][CH2:36][CH2:37]1)=[O:51])[CH3:26] |f:3.4|. Reported procedure: The reaction of 3.55 g of 3-amino-1-(p-tert-butylbenzyl)-2,3,4,5-tetrahydro-benzazepin-2-one with 2.5 g of (R)-alpha-[[(4-nitrophenyl)sulfonyl]oxy]-4-cyclohexylbutyric acid ethyl ester and 1.03 ml of N-methylmorpholine yields the two diastereoisomeric esters 3-(S)-[(1-(S)-ethoxycarbonyl-3-cyclohexyl-propyl)-amino]-1-(p-tert-butylbenzyl)-2,3,4,5-tetrahydro-benzazepin-2-one and 3-(R)-[(1-(S)-ethoxycarbonyl-3-cyclohexyl-propyl)-amino]-1-(p-tert-butylbenzyl)-2,3,4,5-tetrahydro-benzazepin-2-one, Rf v...